Dataset: the Open Reaction Database (ORD), a public repository of structured organic reaction records. Task: describe an organic reaction: reactants, conditions, products, and yield Yield: 94.9%. The solvent is CO (methanol). Yields the product C1=CC=C(C(=C1)C=O)N (O-amino benzaldehyde). Procedure: Under nitrogen, 12.3 g (13.6 mmol) lithium cobalt (I) phthalocyanine x 4.5 THF and 322 mg (2 mmol) O-nitrobenzaldehyde are agitated in 65 ml methanol for 90 hours at 20° C. The green reaction mixture is mixed with 10 ml water; CO2 and air are passed in for 5 min., and the blue precipitate is centrifuged which is washed with ethanol. The centrifugate collected is concentrated, and the residue separated into ether and water. Concentration of the ether phase, dried with sodium sulfate, produces 230... Starting materials: O (water), lithium cobalt (I) phthalocyanine, C1CCOC1 (THF), C1=CC=C(C(=C1)C=O)[N+](=O)[O-] (O-nitrobenzaldehyde), C(=O)=O (CO2). Reaction SMILES: C1COCC1.[CH:6]1[CH:11]=[C:10]([CH:12]=[O:13])[C:9]([N+:14]([O-])=O)=[CH:8][CH:7]=1.O.C(=O)=O>CO>[CH:6]1[CH:11]=[C:10]([CH:12]=[O:13])[C:9]([NH2:14])=[CH:8][CH:7]=1. Starting materials: C1CCOC1, CCC(NC(=O)c1cncc2c1cnn2-c1ccc(F)cc1)C(=O)NC(C(=O)OC)C(C)O. Product: CCC(NC(=O)c1cncc2c1cnn2-c1ccc(F)cc1)C1=NC(C(=O)OC)C(C)O1. As a reaction SMILES: [CH2:34]1[O:35][CH2:36][CH2:37][CH2:38]1.[CH3:1][O:2][C:3]([CH:4]([CH:5]([CH3:6])[OH:7])[NH:8][C:9]([CH:10]([CH2:11][CH3:12])[NH:13][C:14](=[O:15])[c:16]1[c:17]2[c:18]([cH:19][n:20][cH:21]1)[n:22](-[c:25]1[cH:26][cH:27][c:28]([F:31])[cH:29][cH:30]1)[n:23][cH:24]2)=[O:32])=[O:33]>>[CH3:1][O:2][C:3]([CH:4]1[CH:5]([CH3:6])[O:7][C:9]([CH:10]([CH2:11][CH3:12])[NH:13][C:14](=[O:15])[c:16]2[c:17]3[c:18]([cH:19][n:20][cH:21]2)[n:22](-[c:25]2[cH:26][cH:27][c:28]([F:31])[cH:29][cH:30]2)[n:23][cH:24]3)=[N:8]1)=[O:33]. Reactants: N-Aryl-benzenesulfonamides, NC1=C(C=C(C=C1)Cl)C(=O)C1=C(C=NC=C1)C ((2-Amino-5-chloro-phenyl)-(3-methyl-pyridin-4-yl)-methanone), C(C)(C)(C)C1=CC=C(C=C1)S(=O)(=O)Cl (4-tert-butyl-benzenesulfonyl chloride). Product: C(C)(C)(C)C1=CC=C(C=C1)S(=O)(=O)NC1=C(C=C(C=C1)Cl)C(=O)C1=C(C=NC=C1)C (4-tert-Butyl-N-[4-chloro-2-(3-methyl-pyridine-4-carbonyl)-phenyl]-benzenesulfonamide). Reaction SMILES: [NH2:1][C:2]1[CH:7]=[CH:6][C:5]([Cl:8])=[CH:4][C:3]=1[C:9]([C:11]1[CH:16]=[CH:15][N:14]=[CH:13][C:12]=1[CH3:17])=[O:10].[C:18]([C:22]1[CH:27]=[CH:26][C:25]([S:28](Cl)(=[O:30])=[O:29])=[CH:24][CH:23]=1)([CH3:21])([CH3:20])[CH3:19]>>[C:18]([C:22]1[CH:27]=[CH:26][C:25]([S:28]([NH:1][C:2]2[CH:7]=[CH:6][C:5]([Cl:8])=[CH:4][C:3]=2[C:9]([C:11]2[CH:16]=[CH:15][N:14]=[CH:13][C:12]=2[CH3:17])=[O:10])(=[O:30])=[O:29])=[CH:24][CH:23]=1)([CH3:21])([CH3:19])[CH3:20]. Procedure: The title compound was prepared according to the general procedure for the synthesis of N-Aryl-benzenesulfonamides previously described using 123 mg of (2-Amino-5-chloro-phenyl)-(3-methyl-pyridin-4-yl)-methanone and 116 mg of 4-tert-butyl-benzenesulfonyl chloride. 1H-NMR (400 MHz, CDCl3): δ 1.32 (s, 9H), 2.19 (s, 3H),7.04 (d, 1H, J=1.4 Hz), 7.21 (d, 1H, J=5.2 Hz), 7.48 (d, 2H, J=8.8 Hz), 7.52 (dd, 1H, J=8.8 Hz, 2.4 Hz), 7.77-7.83 (m, 3H), 8.64 (d, 1H, J=5.2 Hz), 8.71 (s, 1H), 10.75 (s, 1H). MS: ... Starting materials: CC(=O)[O-], CC(=O)[O-], CCC1(C)Cc2ccccc2C1=O, CCO, Cl, [Hg+2], O, [Zn]. The product is CCC1(C)Cc2ccccc2C1. As a reaction SMILES: [C:17]([O-:18])(=[O:19])[CH3:20].[C:22]([O-:23])(=[O:24])[CH3:25].[CH2:3]([CH3:4])[C:5]1([CH3:15])[C:6](=[O:14])[c:7]2[cH:8][cH:9][cH:10][cH:11][c:12]2[CH2:13]1.[CH3:26][CH2:27][OH:28].[ClH:1].[Hg+2:21].[OH2:2].[Zn:16]>>[CH2:3]([CH3:4])[C:5]1([CH3:15])[CH2:6][c:7]2[cH:8][cH:9][cH:10][cH:11][c:12]2[CH2:13]1. Reported procedure: 80 parts by weight of a pitch and 20 parts by weight of methylnaphthalene were thermally mixed with each other by the use of a small-scale test spinning machine. The pitch used was a residue obtained by reduced pressure distillation of a botton oil which was produced in the production of ethylene, and had a softening point of 180° C, a carbon content of 92 wt%, a hydrogen/carbon ratio of 0.84 and a nitrobenzene-insoluble fraction of 2 wt%. The mixture was spinned out together with an air flow th... RXN SMILES: [H][H].[C:3].[N+]([C:7]1[CH:12]=[CH:11][CH:10]=[CH:9][CH:8]=1)([O-])=O>>[CH3:3][C:7]1[C:12]2[C:11](=[CH:12][CH:7]=[CH:8][CH:9]=2)[CH:10]=[CH:9][CH:8]=1 |f:0.1|. Product: CC1=CC=CC2=CC=CC=C12 (methylnaphthalene). Solvent: naphtha. Reactants: [H][H].[C] (hydrogen carbon), [N+](=O)([O-])C1=CC=CC=C1 (nitrobenzene).